Dataset: the Open Reaction Database (ORD), a public repository of structured organic reaction records. Task: describe an organic reaction: reactants, conditions, products, and yield The reactants are CCOC(C)=O, CCOc1cccc(Cc2ncc(C=O)c3cc(OC(C)C)c(OC)cc23)c1, CCCCCC, CC(=O)O, O=[Se]=O. Yields the product CCOc1cccc(C(=O)c2ncc(C=O)c3cc(OC(C)C)c(OC)cc23)c1. As a reaction SMILES: [C:38]([O:39][CH2:40][CH3:41])(=[O:42])[CH3:43].[CH2:1]([CH3:2])[O:3][c:4]1[cH:5][c:6]([CH2:7][c:8]2[n:9][cH:10][c:11]([CH:24]=[O:25])[c:12]3[cH:13][c:14]([O:20][CH:21]([CH3:22])[CH3:23])[c:15]([O:18][CH3:19])[cH:16][c:17]23)[cH:26][cH:27][cH:28]1.[CH3:32][CH2:33][CH2:34][CH2:35][CH2:36][CH3:37].[CH3:44][C:45](=[O:46])[OH:47].[Se:29](=[O:30])=[O:31]>>[CH2:1]([CH3:2])[O:3][c:4]1[cH:5][c:6]([C:7]([c:8]2[n:9][cH:10][c:11]([CH:24]=[O:25])[c:12]3[cH:13][c:14]([O:20][CH:21]([CH3:22])[CH3:23])[c:15]([O:18][CH3:19])[cH:16][c:17]23)=[O:30])[cH:26][cH:27][cH:28]1. Starting materials: BrCC1(CC2(CN(C(O2)=O)CC(C)(C)C)CCC1)C (7-(bromomethyl)-7-methyl-3-neopentyl-1-oxa-3-azaspiro[4.5]decan-2-one), [N-]=[N+]=[N-].[Na+] (sodium azide), [N-]=[N+]=[N-].[Na+] (sodium azide). Solvent: O (water), CS(=O)C (DMSO). Run at temperature 80 celsius, time 16 hour. Product: N(=[N+]=[N-])CC1(CC2(CN(C(O2)=O)CC(C)(C)C)CCC1)C (7-(azidomethyl)-7-methyl-3-neopentyl-1-oxa-3-azaspiro[4.5]decan-2-one). The yield is 99.6%. As a reaction SMILES: Br[CH2:2][C:3]1([CH3:19])[CH2:18][CH2:17][CH2:16][C:5]2([O:9][C:8](=[O:10])[N:7]([CH2:11][C:12]([CH3:15])([CH3:14])[CH3:13])[CH2:6]2)[CH2:4]1.[N-:20]=[N+:21]=[N-:22].[Na+]>CS(C)=O.O>[N:20]([CH2:2][C:3]1([CH3:19])[CH2:18][CH2:17][CH2:16][C:5]2([O:9][C:8](=[O:10])[N:7]([CH2:11][C:12]([CH3:15])([CH3:14])[CH3:13])[CH2:6]2)[CH2:4]1)=[N+:21]=[N-:22] |f:1.2|. Procedure details: To a solution of 7-(bromomethyl)-7-methyl-3-neopentyl-1-oxa-3-azaspiro[4.5]decan-2-one (11.3 g, 34.1 mmol) in DMSO (171 mL) was added sodium azide (2.89 g, 44.4 mmol). The reaction flask was placed behind a blast shield and heated to 80° C. for 4 days. The temperature was increased to 100° C. After 16 h, additional sodium azide (0.665 g, 10.23 mmol) was added to the reaction. After 19 h, the reaction was cooled to rt and diluted with water (300 mL). The product was extracted into EtOAc (2×300 mL... Starting materials: FC1=CC=C(N)C=C1 (4-fluoroaniline), C(C)OC(=O)C=1N=C2N(N=C(C=C2)N2CCN(CC2)C(C2=C(C=CC=C2)C(F)(F)F)=O)C1 (6-[4-(2-trifluoromethyl-benzoyl)piperazin-1-yl]imidazo[1,2-b]pyridazine-2-carboxylic acid ethyl ester). Yields the product FC1=CC=C(C=C1)NC(=O)C=1N=C2N(N=C(C=C2)N2CCN(CC2)C(C2=C(C=CC=C2)C(F)(F)F)=O)C1 (6-[4-(2-TRIFLUOROMETHYLBENZOYL)PIPERAZIN-1-YL]-IMIDAZO[1,2-B]PYRIDAZINE-2-CARBOXYLIC ACID (4-FLUOROPHENYL)AMIDE). The yield is 57.0%. RXN SMILES: [F:1][C:2]1[CH:8]=[CH:7][C:5]([NH2:6])=[CH:4][CH:3]=1.C([O:11][C:12]([C:14]1[N:15]=[C:16]2[CH:21]=[CH:20][C:19]([N:22]3[CH2:27][CH2:26][N:25]([C:28](=[O:39])[C:29]4[CH:34]=[CH:33][CH:32]=[CH:31][C:30]=4[C:35]([F:38])([F:37])[F:36])[CH2:24][CH2:23]3)=[N:18][N:17]2[CH:40]=1)=O)C>>[F:1][C:2]1[CH:8]=[CH:7][C:5]([NH:6][C:12]([C:14]2[N:15]=[C:16]3[CH:21]=[CH:20][C:19]([N:22]4[CH2:23][CH2:24][N:25]([C:28](=[O:39])[C:29]5[CH:34]=[CH:33][CH:32]=[CH:31][C:30]=5[C:35]([F:36])([F:38])[F:37])[CH2:26][CH2:27]4)=[N:18][N:17]3[CH:40]=2)=[O:11])=[CH:4][CH:3]=1. Reported procedure: Following the procedure as described in Example 1, making variations only as required to 4-fluoroaniline in place of isoamylamine to react with 6-[4-(2-trifluoromethyl-benzoyl)piperazin-1-yl]imidazo[1,2-b]pyridazine-2-carboxylic acid ethyl ester, the title compound was obtained as a white solid in 57% yield (0.065 g). m.p. 115-117° C. 1H NMR (300 MHz, CDCl3) δ 9.1 (s, 1H), 8.22 (s, 1H), 7.74-7.5 (m, 6H), 7.35-7.33 (m, 1H), 7.08-6.95 (m, 2H), 6.9 (d, J=7.6 Hz, 1H), 4.06-3.94 (m, 1H), 3.93-3.81 (m... The reactants are C(#N)C=1C=CC(=C(C(=O)NCC2=CC3=C(OCO3)C=C2)C1)N[C@@H](CO)C ((R)-5-cyano-2-(2-hydroxy-1-methylethylamino)-N-(1,3-benzodioxol-5-ylmethyl)benzamide), [OH-].[Na+] (sodium hydroxide). The solvent is C(C)O (ethanol). Yields the product C(N)(=O)C=1C=CC(=C(C(=O)NCC2=CC3=C(OCO3)C=C2)C1)N[C@@H](CO)C ((R)-5-carbamoyl-2-(2-hydroxy-1-methylethylamino)-N-(1,3-benzodioxol-5-ylmethyl)benzamide). RXN SMILES: [C:1]([C:3]1[CH:4]=[CH:5][C:6]([NH:22][C@H:23]([CH3:26])[CH2:24][OH:25])=[C:7]([CH:21]=1)[C:8]([NH:10][CH2:11][C:12]1[CH:20]=[CH:19][C:15]2[O:16][CH2:17][O:18][C:14]=2[CH:13]=1)=[O:9])#[N:2].[OH-:27].[Na+]>C(O)C>[C:1]([C:3]1[CH:4]=[CH:5][C:6]([NH:22][C@H:23]([CH3:26])[CH2:24][OH:25])=[C:7]([CH:21]=1)[C:8]([NH:10][CH2:11][C:12]1[CH:20]=[CH:19][C:15]2[O:16][CH2:17][O:18][C:14]=2[CH:13]=1)=[O:9])(=[O:27])[NH2:2] |f:1.2|. Procedure: To a solution of (R)-5-cyano-2-(2-hydroxy-1-methylethylamino)-N-(1,3-benzodioxol-5-ylmethyl)benzamide (76 mg) in ethanol (6 mL) was added 1N-sodium hydroxide (0.65 mL), and the mixture was heated for 6 hours under reflux. The solvent was evaporated in vacuo. The residue was diluted with ethyl acetate and washed successively with water and brine. The organic layer was dried over sodium sulfate and evaporated in vacuo. The residue was subjected to a silica gel column chromatography eluting with a ... The reactants are CCOC(=O)C(C(=O)OCC)c1ncc(C)cc1[N+](=O)[O-], CS(C)=O, [Cl-], [Li+], O. Product: CCOC(=O)Cc1ncc(C)cc1[N+](=O)[O-]. Reaction SMILES: [CH2:3]([CH3:4])[O:5][C:6]([CH:7]([C:8]([O:9][CH2:10][CH3:11])=[O:12])[c:13]1[n:14][cH:15][c:16]([CH3:22])[cH:17][c:18]1[N+:19](=[O:20])[O-:21])=[O:23].[CH3:24][S:25]([CH3:26])=[O:27].[Cl-:1].[Li+:2].[OH2:28]>>[CH2:3]([CH3:4])[O:5][C:6]([CH2:7][c:13]1[n:14][cH:15][c:16]([CH3:22])[cH:17][c:18]1[N+:19](=[O:20])[O-:21])=[O:23]. Starting materials: CO, COC(=O)CC1CNc2ccccc21, OCC1OC(O)C(O)C(O)C1O. The product is COC(=O)CC1CN(C2OC(CO)C(O)C(O)C2O)c2ccccc21. RXN SMILES: [CH3:27][OH:28].[NH:1]1[CH2:2][CH:3]([CH2:10][C:11](=[O:12])[O:13][CH3:14])[c:4]2[cH:5][cH:6][cH:7][cH:8][c:9]21.[OH:15][CH:16]1[CH:17]([OH:18])[CH:19]([OH:20])[CH:21]([OH:22])[CH:23]([CH2:25][OH:26])[O:24]1>>[N:1]1([CH:16]2[CH:17]([OH:18])[CH:19]([OH:20])[CH:21]([OH:22])[CH:23]([CH2:25][OH:26])[O:24]2)[CH2:2][CH:3]([CH2:10][C:11](=[O:12])[O:13][CH3:14])[c:4]2[cH:5][cH:6][cH:7][cH:8][c:9]21. The reactants are C([O-])([O-])=O.[K+].[K+] (potasium carbonate), [H][H] (hydrogen), CC=1OC(C(N1)=CC1=CC=CC=C1)=O (2-methyl-4-benzylidene-5-oxazolone), CC=1OC(C(N1)=CC1=CC=CC=C1)=O (2-methyl-4-benzylidene-5-oxazolone), Cl (hydrochloric acid). The reagents and catalysts are [C].[Pd] (palladium-carbon). Run in O (water). Conditions: time 2 hour. Product: C(C)(=O)N[C@@H](CC1=CC=CC=C1)C(=O)O (N-acetylphenylalanine). Isolated yield 157.7%. As a reaction SMILES: [CH3:1][C:2]1[O:3][C:4](=[O:14])[C:5](=[CH:7][C:8]2[CH:13]=[CH:12][CH:11]=[CH:10][CH:9]=2)[N:6]=1.C(=O)([O-])[O-:16].[K+].[K+].Cl.[H][H]>[C].[Pd].O>[C:2]([NH:6][C@H:5]([C:4]([OH:3])=[O:14])[CH2:7][C:8]1[CH:13]=[CH:12][CH:11]=[CH:10][CH:9]=1)(=[O:16])[CH3:1] |f:1.2.3,6.7|. Procedure: In 100-ml tightly-sealed glass vessel were charged 9.36 g of 2-methyl-4-benzylidene-5-oxazolone and 40 ml of water. 4.15 g of potasium carbonate was then added thereto and the resulting mixture was stirred at 40°-45° C. for two hours. Concentrated hydrochloric acid was added to the resulting solution to adjust its pH at 6.8 and 0.2 g of 5%-palladium-carbon was added thereto. The gas phase in the vessel was purged with nitrogen and then with hydrogen, and thereafter the reaction mixture in the ve...